Dataset: the Open Reaction Database (ORD), a public repository of structured organic reaction records. Task: describe an organic reaction: reactants, conditions, products, and yield Starting materials: ClC1=C(C=CC2=CC=CC=C12)OCC(C)(N)C (1-[(1-chloronaphthalen-2-yl)oxy]-2-methylpropan-2-amine), CN1C(=CC=C1)C=O (methyl-1H-pyrrole-2-carbaldehyde). Product: ClC1=C(C=CC2=CC=CC=C12)OCC(C)(NCC=1N(C=CC1)C)C (1-[(1-chloronaphthalen-2-yl)oxy]-2-methyl-N-[(1-methyl-1H-pyrrol-2-yl)methyl]propan-2-amine). The yield is 39.0%. As a reaction SMILES: [Cl:1][C:2]1[C:11]2[C:6](=[CH:7][CH:8]=[CH:9][CH:10]=2)[CH:5]=[CH:4][C:3]=1[O:12][CH2:13][C:14]([CH3:17])([NH2:16])[CH3:15].[CH3:18][N:19]1[CH:23]=[CH:22][CH:21]=[C:20]1[CH:24]=O>>[Cl:1][C:2]1[C:11]2[C:6](=[CH:7][CH:8]=[CH:9][CH:10]=2)[CH:5]=[CH:4][C:3]=1[O:12][CH2:13][C:14]([CH3:17])([NH:16][CH2:24][C:20]1[N:19]([CH3:18])[CH:23]=[CH:22][CH:21]=1)[CH3:15]. Procedure details: Prepared from 1-[(1-chloronaphthalen-2-yl)oxy]-2-methylpropan-2-amine and methyl-1H-pyrrole-2-carbaldehyde in 39% yield as a red oil. RXN SMILES: [CH2:1]([c:2]1[cH:3][cH:4][cH:5][cH:6][cH:7]1)[O:8][N:9]1[C:10](=[N:14][c:15]2[c:16]([Cl:24])[cH:17][c:18]([O:22][CH3:23])[cH:19][c:20]2[Cl:21])[NH:11][CH2:12][CH2:13]1.[CH3:25][C:26](=[O:27])[OH:28].[CH3:37][CH2:38][OH:39].[Cl:29][CH2:30][c:31]1[cH:32][cH:33][cH:34][cH:35][cH:36]1.[Pt:40]=[O:41]>>[OH:8][N:9]1[C:10](=[N:14][c:15]2[c:16]([Cl:24])[cH:17][c:18]([O:22][CH3:23])[cH:19][c:20]2[Cl:21])[NH:11][CH2:12][CH2:13]1. Yields the product COc1cc(Cl)c(N=C2NCCN2O)c(Cl)c1. Starting materials: COc1cc(Cl)c(N=C2NCCN2OCc2ccccc2)c(Cl)c1, CC(=O)O, CCO, ClCc1ccccc1, O=[Pt]. Reactants: Cc1cc(CCl)no1, O=C(O)C12Cc3cnn(-c4ccc(F)cc4)c3C=C1CCN(S(=O)(=O)c1ccc(N3CCOCC3)nc1)C2. The product is Cc1cc(COC(=O)C23Cc4cnn(-c5ccc(F)cc5)c4C=C2CCN(S(=O)(=O)c2ccc(N4CCOCC4)nc2)C3)no1. Reaction SMILES: [Cl:39][CH2:40][c:41]1[n:42][o:43][c:44]([CH3:46])[cH:45]1.[F:1][c:2]1[cH:3][cH:4][c:5](-[n:8]2[n:9][cH:10][c:11]3[c:12]2[CH:13]=[C:14]2[CH2:15][CH2:16][N:17]([S:24](=[O:25])(=[O:26])[c:27]4[cH:28][n:29][c:30]([N:33]5[CH2:34][CH2:35][O:36][CH2:37][CH2:38]5)[cH:31][cH:32]4)[CH2:18][C:19]2([C:21](=[O:22])[OH:23])[CH2:20]3)[cH:6][cH:7]1>>[F:1][c:2]1[cH:3][cH:4][c:5](-[n:8]2[n:9][cH:10][c:11]3[c:12]2[CH:13]=[C:14]2[CH2:15][CH2:16][N:17]([S:24](=[O:25])(=[O:26])[c:27]4[cH:28][n:29][c:30]([N:33]5[CH2:34][CH2:35][O:36][CH2:37][CH2:38]5)[cH:31][cH:32]4)[CH2:18][C:19]2([C:21]([O:22][CH2:40][c:41]2[n:42][o:43][c:44]([CH3:46])[cH:45]2)=[O:23])[CH2:20]3)[cH:6][cH:7]1.